This data is from the Open Reaction Database (ORD), a public repository of structured organic reaction records. The task is: describe an organic reaction: reactants, conditions, products, and yield The reactants are ClCC(C(C(=O)OCC)=NOCC#C)=O (ethyl 4-chloro-3-oxo-2-propargyloxyiminobutyrate), NC(=S)N (thiourea), sodium acetate 3-hydrate, O (water). Solvent: C(C)O (ethanol). Reaction conditions: temperature 40 celsius, time 1.25 hour. Yields the product NC=1SC=C(N1)C(C(=O)OCC)=NOCC#C (ethyl 2-(2-aminothiazol-4-yl)-2-propargyloxyiminoacetate). The yield is 53.5%. Reaction SMILES: Cl[CH2:2][C:3](=O)[C:4](=[N:10][O:11][CH2:12][C:13]#[CH:14])[C:5]([O:7][CH2:8][CH3:9])=[O:6].[NH2:16][C:17]([NH2:19])=[S:18].O>C(O)C>[NH2:19][C:17]1[S:18][CH:2]=[C:3]([C:4](=[N:10][O:11][CH2:12][C:13]#[CH:14])[C:5]([O:7][CH2:8][CH3:9])=[O:6])[N:16]=1. Procedure: A mixture of ethyl 4-chloro-3-oxo-2-propargyloxyiminobutyrate (syn isomer, 61 g), thiourea (20 g), sodium acetate 3-hydrate (35.8 g), water (150 ml), and ethanol (180 ml) was stirred at 40° C. for 1.25 hrs. The reaction mixture was treated in a conventional manner to give ethyl 2-(2-aminothiazol-4-yl)-2-propargyloxyiminoacetate (syn isomer, 35.6 g). The reactants are solution, BrCCCCO[N+](=O)[O-] (1-bromo-4-(nitrooxy)butane), NaH2PO4, C(C1=CC(OC)=C(O)C=C1)(=O)O (vanillic acid), C([O-])([O-])=O.[Cs+].[Cs+] (cesium carbonate). The solvent is ClCCl (dichloromethane), CN(C=O)C (N,N-dimethylformamide). Reaction conditions: temperature 0 celsius, time 69 hour. Product: OC1=C(C=C(C(=O)OCCCCO[N+](=O)[O-])C=C1)OC (4-(Nitrooxy)butyl 4-hydroxy-3-methoxybenzoate). RXN SMILES: [C:1]([OH:12])(=[O:11])[C:2]1[CH:10]=[CH:9][C:7]([OH:8])=[C:4]([O:5][CH3:6])[CH:3]=1.C(=O)([O-])[O-].[Cs+].[Cs+].Br[CH2:20][CH2:21][CH2:22][CH2:23][O:24][N+:25]([O-:27])=[O:26]>CN(C)C=O.ClCCl>[OH:8][C:7]1[CH:9]=[CH:10][C:2]([C:1]([O:12][CH2:20][CH2:21][CH2:22][CH2:23][O:24][N+:25]([O-:27])=[O:26])=[O:11])=[CH:3][C:4]=1[O:5][CH3:6] |f:1.2.3|. Reported procedure: To a solution of vanillic acid (5.0 g, 29.73 mmol) in N,N-dimethylformamide (50 ml), cesium carbonate (9.68 g, 29.73 mmol) was added. The reaction was cooled at 0° C. and a 20% solution of 1-bromo-4-(nitrooxy)butane in dichloromethane (29.45 g) was added. The reaction was stirred at room temperature for 69 hours. The mixture was poured into a 5% aqueous NaH2PO4 solution and extracted with diethyl ether (3×70 ml) The organic layers were washed with water (70 ml), dried over sodium sulfate and con...